From a dataset of the Open Reaction Database (ORD), a public repository of structured organic reaction records. describe an organic reaction: reactants, conditions, products, and yield The reactants are [OH-].[Na+] (sodium hydroxide), COC(=O)C1=C(C2=C(N=CN=C2NC2=C(C=C(C=C2)F)O[C@@H]2[C@H](CCCC2)OC)S1)C (4-[4-fluoro-2-((1S,2S)-2-methoxy-cyclohexyloxy)-phenylamino]-5-methyl-thieno[2,3-d]pyrimidine-6-carboxylic acid methyl ester), Cl (HCl). Run in CO.C1CCOC1 (MeOH THF). Yields the product FC1=CC(=C(C=C1)NC=1C2=C(N=CN1)SC(=C2C)C(=O)O)O[C@@H]2[C@H](CCCC2)OC (4-[4-Fluoro-2-((1S,2S)-2-methoxy-cyclohexyloxy)-phenylamino]-5-methyl-thieno[2,3-d]pyrimidine-6-carboxylic acid). As a reaction SMILES: [OH-].[Na+].C[O:4][C:5]([C:7]1[S:32][C:10]2[N:11]=[CH:12][N:13]=[C:14]([NH:15][C:16]3[CH:21]=[CH:20][C:19]([F:22])=[CH:18][C:17]=3[O:23][C@H:24]3[CH2:29][CH2:28][CH2:27][CH2:26][C@@H:25]3[O:30][CH3:31])[C:9]=2[C:8]=1[CH3:33])=[O:6].Cl>CO.C1COCC1>[F:22][C:19]1[CH:20]=[CH:21][C:16]([NH:15][C:14]2[C:9]3[C:8]([CH3:33])=[C:7]([C:5]([OH:6])=[O:4])[S:32][C:10]=3[N:11]=[CH:12][N:13]=2)=[C:17]([O:23][C@H:24]2[CH2:29][CH2:28][CH2:27][CH2:26][C@@H:25]2[O:30][CH3:31])[CH:18]=1 |f:0.1,4.5|. Reported procedure: 7 ml sodium hydroxide solution (2M) were added to a mixture of 1.270 g 4-[4-fluoro-2-((1S,2S)-2-methoxy-cyclohexyloxy)-phenylamino]-5-methyl-thieno[2,3-d]pyrimidine-6-carboxylic acid methyl ester (cpd. 42.1) in 10 ml MeOH/THF (1:1). The reaction mixture was stirred at reflux for 15 minutes, then cooled and acidified with 2 M aq. HCl. The solvent was removed in vacuo, the residue suspended in water, filtered and dried. Reactants: COCCOC, CCOC(=O)CCc1ccc(OS(=O)(=O)C(F)(F)F)c(OCCCOC)c1, CCO, [Cs+], [F-], OB(O)c1cccnc1. As a reaction SMILES: [CH2:39]([CH2:40][O:41][CH3:42])[O:43][CH3:44].[CH3:1][O:2][CH2:3][CH2:4][CH2:5][O:6][c:7]1[cH:8][c:9]([CH2:21][CH2:22][C:23](=[O:24])[O:25][CH2:26][CH3:27])[cH:10][cH:11][c:12]1[O:13][S:14]([C:15]([F:16])([F:17])[F:18])(=[O:19])=[O:20].[CH3:45][CH2:46][OH:47].[Cs+:38].[F-:37].[n:28]1[cH:29][c:30]([B:34]([OH:35])[OH:36])[cH:31][cH:32][cH:33]1>>[CH3:1][O:2][CH2:3][CH2:4][CH2:5][O:6][c:7]1[cH:8][c:9]([CH2:21][CH2:22][C:23](=[O:24])[O:25][CH2:26][CH3:27])[cH:10][cH:11][c:12]1-[c:30]1[cH:29][n:28][cH:33][cH:32][cH:31]1. The product is CCOC(=O)CCc1ccc(-c2cccnc2)c(OCCCOC)c1. Reactants: COc1ccc(C)cc1[Mg]Br, C1CCOC1, [Cl-], O=C1Nc2ccc(Cl)c(Cl)c2C1=O, [H-], [NH4+], [Na+]. Product: COc1ccc(C)cc1C1(O)C(=O)Nc2ccc(Cl)c(Cl)c21. Reaction SMILES: [Br:16][Mg:17][c:18]1[c:19]([O:25][CH3:26])[cH:20][cH:21][c:22]([CH3:24])[cH:23]1.[CH2:29]1[O:30][CH2:31][CH2:32][CH2:33]1.[Cl-:27].[Cl:3][c:4]1[c:5]2[c:9]([cH:10][cH:11][c:12]1[Cl:13])[NH:8][C:7](=[O:14])[C:6]2=[O:15].[H-:2].[NH4+:28].[Na+:1]>>[Cl:3][c:4]1[c:5]2[c:9]([cH:10][cH:11][c:12]1[Cl:13])[NH:8][C:7](=[O:14])[C:6]2([OH:15])[c:18]1[c:19]([O:25][CH3:26])[cH:20][cH:21][c:22]([CH3:24])[cH:23]1. The reactants are O=C([O-])[O-], CN(C)C=O, CCOC(C)=O, Clc1nc2ccccc2s1, [K+], [K+], COCCCN1C(=O)COc2ccc(COC3CN(C(=O)OCc4ccccc4)CCC3c3ccc(OC4CNC4)cc3)cc21, O. Yields the product COCCCN1C(=O)COc2ccc(COC3CN(C(=O)OCc4ccccc4)CCC3c3ccc(OC4CN(c5nc6ccccc6s5)C4)cc3)cc21. RXN SMILES: [C:56](=[O:57])([O-:58])[O-:59].[CH3:63][N:64]([CH3:65])[CH:66]=[O:67].[CH3:68][CH2:69][O:70][C:71](=[O:72])[CH3:73].[Cl:46][c:47]1[s:48][c:49]2[c:50]([n:51]1)[cH:52][cH:53][cH:54][cH:55]2.[K+:60].[K+:61].[NH:1]1[CH2:2][CH:3]([O:5][c:6]2[cH:7][cH:8][c:9]([CH:12]3[CH:13]([O:28][CH2:29][c:30]4[cH:31][cH:32][c:33]5[c:34]([cH:45]4)[N:35]([CH2:40][CH2:41][CH2:42][O:43][CH3:44])[C:36](=[O:39])[CH2:37][O:38]5)[CH2:14][N:15]([C:18](=[O:19])[O:20][CH2:21][c:22]4[cH:23][cH:24][cH:25][cH:26][cH:27]4)[CH2:16][CH2:17]3)[cH:10][cH:11]2)[CH2:4]1.[OH2:62]>>[N:1]1([c:47]2[s:48][c:49]3[c:50]([n:51]2)[cH:52][cH:53][cH:54][cH:55]3)[CH2:2][CH:3]([O:5][c:6]2[cH:7][cH:8][c:9]([CH:12]3[CH:13]([O:28][CH2:29][c:30]4[cH:31][cH:32][c:33]5[c:34]([cH:45]4)[N:35]([CH2:40][CH2:41][CH2:42][O:43][CH3:44])[C:36](=[O:39])[CH2:37][O:38]5)[CH2:14][N:15]([C:18](=[O:19])[O:20][CH2:21][c:22]4[cH:23][cH:24][cH:25][cH:26][cH:27]4)[CH2:16][CH2:17]3)[cH:10][cH:11]2)[CH2:4]1. Reactants: CO, [Na+], [OH-], O, COC(=O)c1cc2ccsc2cn1. The product is O=C(O)c1cc2ccsc2cn1. RXN SMILES: [CH3:16][OH:17].[Na+:15].[OH-:14].[OH2:18].[s:1]1[cH:2][cH:3][c:4]2[c:5]1[cH:6][n:7][c:8]([C:10](=[O:11])[O:12][CH3:13])[cH:9]2>>[s:1]1[cH:2][cH:3][c:4]2[c:5]1[cH:6][n:7][c:8]([C:10](=[O:11])[OH:12])[cH:9]2. The reactants are Cl.C(C1=CC=CC=C1)(=O)C1CCNCC1 (4-benzoylpiperidine hydrochloride), C(C)(C)(C)OC(N[C@@H]1CC[C@H](CC1)CC=O)=O ([trans-4-(2-oxo-ethyl)-cyclohexyl]-carbamic acid tert-butyl ester), C(C)(C)(C)OC(N[C@@H]1CC[C@H](CC1)CC=O)=O ([trans-4-(2-oxo-ethyl)-cyclohexyl]-carbamic acid tert-butyl ester). The product is C(C)(C)(C)OC(N[C@@H]1CC[C@H](CC1)CCN1CCC(CC1)C(C1=CC=CC=C1)=O)=O ({trans-4-[2-(4-Benzoyl-piperidin-1-yl)-ethyl]-cyclohexyl}-carbamic acid tert-butyl ester). As a reaction SMILES: Cl.[C:2]([CH:10]1[CH2:15][CH2:14][NH:13][CH2:12][CH2:11]1)(=[O:9])[C:3]1[CH:8]=[CH:7][CH:6]=[CH:5][CH:4]=1.[C:16]([O:20][C:21](=[O:32])[NH:22][C@H:23]1[CH2:28][CH2:27][C@H:26]([CH2:29][CH:30]=O)[CH2:25][CH2:24]1)([CH3:19])([CH3:18])[CH3:17]>>[C:16]([O:20][C:21](=[O:32])[NH:22][C@H:23]1[CH2:24][CH2:25][C@H:26]([CH2:29][CH2:30][N:13]2[CH2:14][CH2:15][CH:10]([C:2](=[O:9])[C:3]3[CH:8]=[CH:7][CH:6]=[CH:5][CH:4]=3)[CH2:11][CH2:12]2)[CH2:27][CH2:28]1)([CH3:19])([CH3:18])[CH3:17] |f:0.1|. Procedure details: From 4-benzoylpiperidine hydrochloride (200 mg) and [trans-4-(2-oxo-ethyl)-cyclohexyl]-carbamic acid tert-butyl ester (intermediate C, 235 mg) by procedure A.2. Yield: 181 mg (49%). Off-white solid. MS (m/z): 415.3 ([M+H]+). Reactants: CCn1cc(C(=O)O)c(=O)c2cc(F)c(N3CCNC(CF)C3)c(F)c21, C=O, CC(=O)[O-], O=CO, [Na+]. Yields the product CCn1cc(C(=O)O)c(=O)c2cc(F)c(N3CCN(C)C(CF)C3)c(F)c21. Reaction SMILES: [CH2:1]([CH3:2])[n:3]1[cH:4][c:5]([C:24](=[O:25])[OH:26])[c:6](=[O:23])[c:7]2[cH:8][c:9]([F:22])[c:10]([N:14]3[CH2:15][CH:16]([CH2:20][F:21])[NH:17][CH2:18][CH2:19]3)[c:11]([F:13])[c:12]12.[CH2:32]=[O:33].[CH3:28][C:29](=[O:30])[O-:31].[CH:34]([OH:35])=[O:36].[Na+:27]>>[CH2:1]([CH3:2])[n:3]1[cH:4][c:5]([C:24](=[O:25])[OH:26])[c:6](=[O:23])[c:7]2[cH:8][c:9]([F:22])[c:10]([N:14]3[CH2:15][CH:16]([CH2:20][F:21])[N:17]([CH3:28])[CH2:18][CH2:19]3)[c:11]([F:13])[c:12]12. Reactants: [H-].[Na+] (sodium hydride), CCCCCC (hexane), [H-].[Na+] (sodium hydride), Cl (HCl), C(#N)C=1C=C(C=CC1)NC(=O)NC1=CC=C(C=C1)C#N (N-(3-Cyanophenyl)-N'-(4-cyanophenyl)urea), BrCCCCBr (1,4-dibromobutane). The solvent is CN(C)C=O (DMF). Conditions: temperature 0 celsius, time 15 minute. Product: C(#N)C=1C=C(C=CC1)N(C(=O)NC1=CC=C(C=C1)C#N)C1CCCCCC1 (N-(3-cyanophenyl)-N'-(4-cyanophenyl)cycloheptylurea). As a reaction SMILES: [C:1]([C:3]1[CH:4]=[C:5]([NH:9][C:10]([NH:12][C:13]2[CH:18]=[CH:17][C:16]([C:19]#[N:20])=[CH:15][CH:14]=2)=[O:11])[CH:6]=[CH:7][CH:8]=1)#[N:2].[H-].[Na+].Br[CH2:24][CH2:25][CH2:26][CH2:27]Br.Cl.[CH3:30][CH2:31][CH2:32]CCC>CN(C=O)C>[C:1]([C:3]1[CH:4]=[C:5]([N:9]([CH:24]2[CH2:32][CH2:31][CH2:30][CH2:27][CH2:26][CH2:25]2)[C:10]([NH:12][C:13]2[CH:14]=[CH:15][C:16]([C:19]#[N:20])=[CH:17][CH:18]=2)=[O:11])[CH:6]=[CH:7][CH:8]=1)#[N:2] |f:1.2|. Procedure: N-(3-Cyanophenyl)-N'-(4-cyanophenyl)urea (0.25 g, 0.95 mmol) was dissolved in DMF (2 ml) and added to a cooled slurry of sodium hydride (0.80 g, 2.0 mmol, hexane washed to remove the mineral oil) in dimethylformamide (25 ml) under a nitrogen atmosphere. After strirring for 15 min, 1,4-dibromobutane (0.25 g, 0.95 mmol) was added slowly. The reaction was stirred at 0° C. for 1 h and then allowed to warm to 75° C. for 3 h. To the reaction additional sodium hydride was added and the reaction was hea... Reactants: N1N=CC2=C(C=CC=C12)CC(=O)NC=1SC(=C(N1)C)C(=O)N[C@H](C(=O)O)CNC(=O)C=1SC=CC1 ((S)-2-{[2-(2-1H-Indazol-4-yl-acetylamino)-4-methyl-thiazole-5-carbonyl]-amino}-3-[(thiophene-2-carbonyl)-amino]-propionic acid), N1(CCOCC1)CCO (4-morpholineethanol), CCCP1(=O)OP(=O)(OP(=O)(O1)CCC)CCC (1-propanephosphonic acid cyclic anhydride), C(C)(=O)OCC (ethyl acetate), 600C. The solvent is C1CCOC1 (THF), C(C)(=O)OCC.C1CCOC1 (ethyl acetate THF), O (water), [Cl-].[Na+].O (brine), OS(=O)(=O)[O-].[K+] (KHSO4). Yields the product N1(CCOCC1)CCOC([C@H](CNC(=O)C=1SC=CC1)NC(=O)C1=C(N=C(S1)NC(CC1=C2C=NNC2=CC=C1)=O)C)=O ((S)-2-{[2-(2-1H-Indazol-4-yl-acetylamino)-4-methyl-thiazole-5-carbonyl]-amino}-3-[(thiophene-2-carbonyl)-amino]-propionic acid 2-morpholin-4-yl-ethyl ester). Isolated yield 18.2%. As a reaction SMILES: [NH:1]1[C:9]2[C:4](=[C:5]([CH2:10][C:11]([NH:13][C:14]3[S:15][C:16]([C:20]([NH:22][C@@H:23]([CH2:27][NH:28][C:29]([C:31]4[S:32][CH:33]=[CH:34][CH:35]=4)=[O:30])[C:24]([OH:26])=[O:25])=[O:21])=[C:17]([CH3:19])[N:18]=3)=[O:12])[CH:6]=[CH:7][CH:8]=2)[CH:3]=[N:2]1.[N:36]1([CH2:42][CH2:43]O)[CH2:41][CH2:40][O:39][CH2:38][CH2:37]1.CCCP1(OP(CCC)(=O)OP(CCC)(=O)O1)=O.C(OCC)(=O)C>C1COCC1.C(OCC)(=O)C.C1COCC1.O.[Cl-].[Na+].O.OS([O-])(=O)=O.[K+]>[N:36]1([CH2:42][CH2:43][O:25][C:24](=[O:26])[C@@H:23]([NH:22][C:20]([C:16]2[S:15][C:14]([NH:13][C:11](=[O:12])[CH2:10][C:5]3[CH:6]=[CH:7][CH:8]=[C:9]4[C:4]=3[CH:3]=[N:2][NH:1]4)=[N:18][C:17]=2[CH3:19])=[O:21])[CH2:27][NH:28][C:29]([C:31]2[S:32][CH:33]=[CH:34][CH:35]=2)=[O:30])[CH2:41][CH2:40][O:39][CH2:38][CH2:37]1 |f:5.6,8.9.10,11.12|. Reported procedure: A mixture of (S)-2-{[2-(2-1H-Indazol-4-yl-acetylamino)-4-methyl-thiazole-5-carbonyl]-amino}-3-[(thiophene-2-carbonyl)-amino]-propionic acid (50 mg, 0.0975 mmol), 4-morpholineethanol (1.06 mL, 8.751 mmol) and 1-propanephosphonic acid cyclic anhydride, 50 wt. % solution in ethyl acetate (0.4 mL, 0.672 mmol) in THF (2 mL) was heated at 600C for 25 h. The reaction mixture was cooled, diluted with 2/1 ethyl acetate/THF (100 mL), water (10 mL), brine (10 mL) and aqueous 1N KHSO4 (10 mL), mixed and sep... Starting materials: C(C1=CC=CC=C1)OC(N(CC1CC1)C1=NN2C(N(C(=C([C@H]2C2=CC=C(C=C2)C#N)C#N)C)C2=CC(=CC=C2)C(F)(F)F)=N1)=O (benzyl{(7R)-6-cyano-7-(4-cyanophenyl)-5-methyl-4-[3-(trifluoromethyl)phenyl]-4,7-dihydro[1,2,4]triazolo[1,5-a]pyrimidin-2-yl}(cyclopropyl-methyl)carbamate). The reagents and catalysts are [Pd] (palladium on activated carbon). Run in CO (methanol). Product: C(#N)C1=CC=C(C=C1)[C@@H]1C(=C(N(C=2N1N=C(N2)NCC2CC2)C2=CC(=CC=C2)C(F)(F)F)C)C#N ((7R)-7-(4-Cyanophenyl)-2-[(cyclopropylmethyl)amino]-5-methyl-4-[3-(trifluoromethyl)phenyl]-4,7-dihydro[1,2,4]triazolo[1,5-a]pyrimidine-6-carbonitrile). RXN SMILES: C(OC(=O)[N:10]([C:15]1[N:44]=[C:18]2[N:19]([C:34]3[CH:39]=[CH:38][CH:37]=[C:36]([C:40]([F:43])([F:42])[F:41])[CH:35]=3)[C:20]([CH3:33])=[C:21]([C:31]#[N:32])[C@@H:22]([C:23]3[CH:28]=[CH:27][C:26]([C:29]#[N:30])=[CH:25][CH:24]=3)[N:17]2[N:16]=1)[CH2:11][CH:12]1[CH2:14][CH2:13]1)C1C=CC=CC=1>CO.[Pd]>[C:29]([C:26]1[CH:25]=[CH:24][C:23]([C@H:22]2[N:17]3[N:16]=[C:15]([NH:10][CH2:11][CH:12]4[CH2:13][CH2:14]4)[N:44]=[C:18]3[N:19]([C:34]3[CH:39]=[CH:38][CH:37]=[C:36]([C:40]([F:42])([F:41])[F:43])[CH:35]=3)[C:20]([CH3:33])=[C:21]2[C:31]#[N:32])=[CH:28][CH:27]=1)#[N:30]. Reported procedure: Under an atmosphere of argon protective gas, benzyl{(7R)-6-cyano-7-(4-cyanophenyl)-5-methyl-4-[3-(trifluoromethyl)phenyl]-4,7-dihydro[1,2,4]triazolo[1,5-a]pyrimidin-2-yl}(cyclopropyl-methyl)carbamate (20.0 mg, 33 μmol) was dissolved in degassed methanol (5 ml). After addition of palladium on activated carbon (10%; 5 mg), the mixture was hydrogenated under a hydrogen atmosphere (˜1 atm) at RT for 1.75 h. The reaction mixture was then filtered, the filtrate was concentrated under reduced pressure ...